From a dataset of the Open Reaction Database (ORD), a public repository of structured organic reaction records. describe an organic reaction: reactants, conditions, products, and yield Starting materials: CC1(C)OB(c2ccc(O)cc2)OC1(C)C, COCCOC, CO, Cc1nc(C)c(C(N)=O)nc1Cl, ClCCl, [K+], [K+], [K+], O, O=P([O-])([O-])[O-]. Product: Cc1nc(C)c(-c2ccc(O)cc2)nc1C(N)=O. As a reaction SMILES: [CH3:13][C:14]1([CH3:15])[C:16]([CH3:17])([CH3:18])[O:19][B:20]([c:21]2[cH:22][cH:23][c:24]([OH:27])[cH:25][cH:26]2)[O:28]1.[CH3:40][O:41][CH2:42][CH2:43][O:44][CH3:45].[CH3:46][OH:47].[Cl:1][c:2]1[c:3]([CH3:12])[n:4][c:5]([CH3:11])[c:6]([C:8](=[O:9])[NH2:10])[n:7]1.[Cl:37][CH2:38][Cl:39].[K+:34].[K+:35].[K+:36].[OH2:48].[P:29]([O-:30])([O-:31])([O-:32])=[O:33]>>[c:2]1(-[c:21]2[cH:22][cH:23][c:24]([OH:27])[cH:25][cH:26]2)[c:3]([CH3:12])[n:4][c:5]([CH3:11])[c:6]([C:8](=[O:9])[NH2:10])[n:7]1. Reactants: C(C)(=O)OCCCC1=C(NC(=C1C)C=O)CC=1NC(=C(C1CC)CC)CC=1NC(=C(C1CCCOC(C)=O)C)C=O (2,5-Bis[(3-acetoxypropyl-5-formyl-4-methylpyrrol-2-yl)methyl]-3,4-diethylpyrrole), [Li+].[OH-] (LiOH). Solvent: CO (methanol). The product is C(=O)C1=C(C(=C(N1)CC=1NC(=C(C1CC)CC)CC=1NC(=C(C1CCCO)C)C=O)CCCO)C (2,5-Bis[(5-formyl-3-hydroxypropyl-4-methylpyrrol-2-yl) methyl]-3,4-diethylpyrrole). The yield is 93.6%. RXN SMILES: C([O:4][CH2:5][CH2:6][CH2:7][C:8]1[C:12]([CH3:13])=[C:11]([CH:14]=[O:15])[NH:10][C:9]=1[CH2:16][C:17]1[NH:18][C:19]([CH2:26][C:27]2[NH:28][C:29]([CH:40]=[O:41])=[C:30]([CH3:39])[C:31]=2[CH2:32][CH2:33][CH2:34][O:35]C(=O)C)=[C:20]([CH2:24][CH3:25])[C:21]=1[CH2:22][CH3:23])(=O)C.[Li+].[OH-]>CO>[CH:40]([C:29]1[NH:28][C:27]([CH2:26][C:19]2[NH:18][C:17]([CH2:16][C:9]3[NH:10][C:11]([CH:14]=[O:15])=[C:12]([CH3:13])[C:8]=3[CH2:7][CH2:6][CH2:5][OH:4])=[C:21]([CH2:22][CH3:23])[C:20]=2[CH2:24][CH3:25])=[C:31]([CH2:32][CH2:33][CH2:34][OH:35])[C:30]=1[CH3:39])=[O:41] |f:1.2|. Procedure: 7H, FIG. 7. 2,5-Bis[(3-acetoxypropyl-5-formyl-4-methylpyrrol-2-yl)methyl]-3,4-diethylpyrrole 7G (5.98 g, 0.011 mol) and LiOH (1.76 g, 0.042 mol) were added to 400 mL of 95% methanol, which had been degassed with nitrogen prior to use, add the mixture heated to reflux under a nitrogen atmosphere. The reaction became homogeneous when heated. After heating for 1.25 hours, the reaction was allowed to cool to room temperature. The product precipitated as a tan color solid as the reaction cooled. The ... Starting materials: BrC1=CSC(=C1)C(=O)O (3-bromothiophene-5-carboxylic acid), Cl.NC=1C=C(C(=O)NC2CC2)C=CC1C (3-amino-N-cyclopropyl-4-methylbenzamide hydrochloride). Product: BrC=1C=C(SC1)C(=O)NC1=C(C=CC(=C1)C(NC1CC1)=O)C (4-Bromo-N-(5-(cyclopropylcarbamoyl)-2-methylphenyl)thiophene-2-carboxamide). As a reaction SMILES: [Br:1][C:2]1[CH:6]=[C:5]([C:7]([OH:9])=O)[S:4][CH:3]=1.Cl.[NH2:11][C:12]1[CH:13]=[C:14]([CH:21]=[CH:22][C:23]=1[CH3:24])[C:15]([NH:17][CH:18]1[CH2:20][CH2:19]1)=[O:16]>>[Br:1][C:2]1[CH:6]=[C:5]([C:7]([NH:11][C:12]2[CH:13]=[C:14]([C:15](=[O:16])[NH:17][CH:18]3[CH2:20][CH2:19]3)[CH:21]=[CH:22][C:23]=2[CH3:24])=[O:9])[S:4][CH:3]=1 |f:1.2|. Procedure: Compound a was prepared by coupling commercially available 3-bromothiophene-5-carboxylic acid with 3-amino-N-cyclopropyl-4-methylbenzamide hydrochloride (prepared as described in WO 04/071440) using the method described in Example 128 to afford a tan solid. HPLC Ret time=3.01 min. LCMS [M+H]+ 379.0. The reactants are CN(C)C(=O)c1c(CN)c(=O)c2ccc(Cl)cc2n1-c1ccccc1, O=C(O)c1ccc2ncsc2c1. Yields the product CN(C)C(=O)c1c(CNC(=O)c2ccc3ncsc3c2)c(=O)c2ccc(Cl)cc2n1-c1ccccc1. Reaction SMILES: [NH2:1][CH2:2][c:3]1[c:4]([C:21](=[O:22])[N:23]([CH3:24])[CH3:25])[n:5](-[c:15]2[cH:16][cH:17][cH:18][cH:19][cH:20]2)[c:6]2[cH:7][c:8]([Cl:14])[cH:9][cH:10][c:11]2[c:12]1=[O:13].[s:26]1[cH:27][n:28][c:29]2[c:30]1[cH:31][c:32]([C:35](=[O:36])[OH:37])[cH:33][cH:34]2>>[NH:1]([CH2:2][c:3]1[c:4]([C:21](=[O:22])[N:23]([CH3:24])[CH3:25])[n:5](-[c:15]2[cH:16][cH:17][cH:18][cH:19][cH:20]2)[c:6]2[cH:7][c:8]([Cl:14])[cH:9][cH:10][c:11]2[c:12]1=[O:13])[C:35]([c:32]1[cH:31][c:30]2[s:26][cH:27][n:28][c:29]2[cH:34][cH:33]1)=[O:36]. The reactants are Cc1nc2c(OCc3ccccc3)cc(C(=O)N(C)C)cc2n1C(=O)OC(C)(C)C, [OH-], [OH-], [Pd+2]. Reaction SMILES: [CH3:1][N:2]([C:3](=[O:4])[c:5]1[cH:6][c:7]([O:22][CH2:23][c:24]2[cH:25][cH:26][cH:27][cH:28][cH:29]2)[c:8]2[c:9]([n:10]([C:14](=[O:15])[O:16][C:17]([CH3:18])([CH3:19])[CH3:20])[c:11]([CH3:13])[n:12]2)[cH:21]1)[CH3:30].[OH-:31].[OH-:33].[Pd+2:32]>>[CH3:1][N:2]([C:3](=[O:4])[c:5]1[cH:6][c:7]([OH:22])[c:8]2[c:9]([n:10]([C:14](=[O:15])[O:16][C:17]([CH3:18])([CH3:19])[CH3:20])[c:11]([CH3:13])[n:12]2)[cH:21]1)[CH3:30]. Product: Cc1nc2c(O)cc(C(=O)N(C)C)cc2n1C(=O)OC(C)(C)C.